Dataset: the Open Reaction Database (ORD), a public repository of structured organic reaction records. Task: describe an organic reaction: reactants, conditions, products, and yield Reactants: CCO, COCc1cccc(-c2ccc3c(c2)c(Nc2nc4cc(CO)ccc4n2C2CCCCC2)nn3COCC[Si](C)(C)C)c1, Cl. The product is COCc1cccc(-c2ccc3[nH]nc(Nc4nc5cc(CO)ccc5n4C4CCCCC4)c3c2)c1. As a reaction SMILES: [CH3:46][CH2:47][OH:48].[CH:1]1([n:7]2[c:8]([NH:18][c:19]3[n:20][n:21]([CH2:37][O:38][CH2:39][CH2:40][Si:41]([CH3:42])([CH3:43])[CH3:44])[c:22]4[cH:23][cH:24][c:25](-[c:28]5[cH:29][c:30]([CH2:34][O:35][CH3:36])[cH:31][cH:32][cH:33]5)[cH:26][c:27]34)[n:9][c:10]3[c:11]2[cH:12][cH:13][c:14]([CH2:16][OH:17])[cH:15]3)[CH2:2][CH2:3][CH2:4][CH2:5][CH2:6]1.[ClH:45]>>[CH:1]1([n:7]2[c:8]([NH:18][c:19]3[n:20][nH:21][c:22]4[cH:23][cH:24][c:25](-[c:28]5[cH:29][c:30]([CH2:34][O:35][CH3:36])[cH:31][cH:32][cH:33]5)[cH:26][c:27]34)[n:9][c:10]3[c:11]2[cH:12][cH:13][c:14]([CH2:16][OH:17])[cH:15]3)[CH2:2][CH2:3][CH2:4][CH2:5][CH2:6]1. The reactants are C12C(CC(CC1)C2)OC=2C=C(N)C=CC2OC (3-[(1RS,2RS,4SR)-bicyclo[2.2.1]hept-2-yloxy]-4-methoxyaniline), C(C)C1C(CCC1=O)=O (2-ethyl-1,3-cyclopentanedione). Product: C12C(CC(CC1)C2)OC=2C=C(NC1=C(C(CC1)=O)CC)C=CC2OC (3-[3-[(1RS,2RS,4SR)-bicyclo[2.2.1]hept-2-yloxy]-4-methoxyanilino]-2-ethyl-2-cyclopenten-1-one). Isolated yield 100.0%. Reaction SMILES: [CH:1]12[CH2:7][CH:4]([CH2:5][CH2:6]1)[CH2:3][CH:2]2[O:8][C:9]1[CH:10]=[C:11]([CH:13]=[CH:14][C:15]=1[O:16][CH3:17])[NH2:12].[CH2:18]([CH:20]1[C:24](=[O:25])[CH2:23][CH2:22][C:21]1=O)[CH3:19]>>[CH:1]12[CH2:7][CH:4]([CH2:5][CH2:6]1)[CH2:3][CH:2]2[O:8][C:9]1[CH:10]=[C:11]([CH:13]=[CH:14][C:15]=1[O:16][CH3:17])[NH:12][C:21]1[CH2:22][CH2:23][C:24](=[O:25])[C:20]=1[CH2:18][CH3:19]. Procedure details: According to the same procedure as in Example 1(3), using 3-[(1RS,2RS,4SR)-bicyclo[2.2.1]hept-2-yloxy]-4-methoxyaniline produced in Example 8(2) instead of 3-cyclopentyloxy-4-methoxyaniline, and using 2-ethyl-1,3-cyclopentanedione instead of 1,3-cyclopentanedione, the title compound (yield 100%) was obtained as a dark brown oil. Starting materials: BrC1=CC(=C(C(=O)N(CC)CC)C=C1)Cl (4-Bromo-2-chloro-N,N-diethylbenzamide), C([O-])([O-])=O.[K+].[K+] (potassium carbonate), C[Zn]C (dimethyl zinc), solution, ClCCl (dichloromethane). The reagents and catalysts are C1=CC=C(C=C1)P([C-]2C=CC=C2)C3=CC=CC=C3.C1=CC=C(C=C1)P([C-]2C=CC=C2)C3=CC=CC=C3.Cl[Pd]Cl.[Fe+2] ([1,1′-bis(diphenylphosphino)ferrocene]dichloropalladium). Solvent: C(C)(=O)OCC (ethyl acetate), CN(C)C=O (DMF), C1(=CC=CC=C1)C (toluene). Run at temperature 90 celsius, time 18 hour. Product: ClC1=C(C(=O)N(CC)CC)C=CC(=C1)C (2-Chloro-N,N-diethyl-4-methylbenzamide). Yield: 90.0%. As a reaction SMILES: Br[C:2]1[CH:14]=[CH:13][C:5]([C:6]([N:8]([CH2:11][CH3:12])[CH2:9][CH3:10])=[O:7])=[C:4]([Cl:15])[CH:3]=1.[C:16](=O)([O-])[O-].[K+].[K+].C[Zn]C.ClCCl>CN(C=O)C.C1(C)C=CC=CC=1.C(OCC)(=O)C.C1C=CC(P(C2C=CC=CC=2)[C-]2C=CC=C2)=CC=1.C1C=CC(P(C2C=CC=CC=2)[C-]2C=CC=C2)=CC=1.Cl[Pd]Cl.[Fe+2]>[Cl:15][C:4]1[CH:3]=[C:2]([CH3:16])[CH:14]=[CH:13][C:5]=1[C:6]([N:8]([CH2:11][CH3:12])[CH2:9][CH3:10])=[O:7] |f:1.2.3,9.10.11.12|. Procedure: To a solution of 4-bromo-2-chloro-N,N-diethylbenzamide from Example 23, Part A (3.10 g, 10.67 mmol) in 50 mL of DMF was added potassium carbonate (3.68 g, 26.7 mmol) and dimethyl zinc (8.0 mL of a 2.0 M solution in toluene, 16.0 mmol). The solution was degassed with a stream of argon and then there was added [1,1′-bis(diphenylphosphino)ferrocene]dichloropalladium (II) complex with dichloromethane (1:1) (175 mg, 0.21 mmol). The reaction mixture was allowed to stir at 90° C. for 18 h. The reaction...